Dataset: the Open Reaction Database (ORD), a public repository of structured organic reaction records. Task: describe an organic reaction: reactants, conditions, products, and yield The reactants are Cl (hydrochloric acid), B(OC)(OC)OC (trimethyl borate), compound ( T17 ), C1CCOC1 (THF), C(C)(CC)[Li] (sec-butyl lithium). Solvent: C(C)(=O)OCC (ethyl acetate). Conditions: temperature -71 celsius, time 120 minute. The product is C1(=CC=CC=C1)B(O)O (phenylboronic acid). As a reaction SMILES: [CH2:1]1[CH2:5]O[CH2:3][CH2:2]1.C([Li])([CH2:8][CH3:9])C.[B:11](OC)([O:14]C)[O:12]C.Cl>C(OCC)(=O)C>[C:1]1([B:11]([OH:14])[OH:12])[CH:5]=[CH:9][CH:8]=[CH:3][CH:2]=1. Procedure: The compound (T17) and THF (1,000 ml) were put into a reaction vessel under an atmosphere of nitrogen, and chilled to −71° C. Then, a sec-butyl lithium solution (1.0 M in cyclohexane and n-hexane; 1,000 ml) were added dropwise thereto in the temperature range of −71° C. to −62° C., and the stirring was continued for additional 120 minutes. Subsequently, trimethyl borate (127.6 g) was added dropwise in the temperature range of −70° C. to −59° C., and the stirring was continued for additional 180 ... As a reaction SMILES: [CH2:1]([c:2]1[cH:3][cH:4][cH:5][cH:6][cH:7]1)[O:8][CH:9]1[CH:10]([OH:31])[CH:11]([O:12][CH3:13])[O:14][C:15]1([CH2:16][O:17][CH2:18][c:19]1[cH:20][cH:21][cH:22][cH:23][cH:24]1)[CH2:25][O:26][S:27](=[O:28])(=[O:29])[CH3:30].[CH3:32][C:33](=[O:34])[O:35][C:36](=[O:37])[CH3:38].[cH:39]1[cH:40][cH:41][n:42][cH:43][cH:44]1>>[CH2:1]([c:2]1[cH:3][cH:4][cH:5][cH:6][cH:7]1)[O:8][CH:9]1[CH:10]([O:31][C:33]([CH3:32])=[O:34])[CH:11]([O:12][CH3:13])[O:14][C:15]1([CH2:16][O:17][CH2:18][c:19]1[cH:20][cH:21][cH:22][cH:23][cH:24]1)[CH2:25][O:26][S:27](=[O:28])(=[O:29])[CH3:30]. The product is COC1OC(COCc2ccccc2)(COS(C)(=O)=O)C(OCc2ccccc2)C1OC(C)=O. Starting materials: COC1OC(COCc2ccccc2)(COS(C)(=O)=O)C(OCc2ccccc2)C1O, CC(=O)OC(C)=O, c1ccncc1. The reactants are CC(C)(C)[O-], CN(C)C=O, O=C([O-])C(=O)NS(=O)(=O)Cc1csc(-c2ccc(Cl)c(Cl)c2)n1, [K+], O. The product is O=C1NS(=O)(=O)C(c2csc(-c3ccc(Cl)c(Cl)c3)n2)=C1O. Reaction SMILES: [CH3:24][C:25]([CH3:26])([O-:27])[CH3:28].[CH3:31][N:32]([CH3:33])[CH:34]=[O:35].[Cl:1][c:2]1[cH:3][c:4](-[c:9]2[s:10][cH:11][c:12]([CH2:14][S:15](=[O:16])(=[O:17])[NH:18][C:19]([C:20](=[O:21])[O-:22])=[O:23])[n:13]2)[cH:5][cH:6][c:7]1[Cl:8].[K+:29].[OH2:30]>>[Cl:1][c:2]1[cH:3][c:4](-[c:9]2[s:10][cH:11][c:12]([C:14]3=[C:20]([OH:21])[C:19](=[O:23])[NH:18][S:15]3(=[O:16])=[O:17])[n:13]2)[cH:5][cH:6][c:7]1[Cl:8].